This data is from the Open Reaction Database (ORD), a public repository of structured organic reaction records. The task is: describe an organic reaction: reactants, conditions, products, and yield Yields the product FC1=C(C=CC=C1C1=NC=CC=C1)C1=CN=C2N1C=CC(=N2)C(C)(C)O (2-[3-(2-fluoro-3-(pyridin-2-yl)phenyl)imidazo[1,2-α]pyrimidin-7-yl]propan-2-ol). RXN SMILES: Br[C:2]1[N:6]2[CH:7]=[CH:8][C:9]([C:11]([OH:14])([CH3:13])[CH3:12])=[N:10][C:5]2=[N:4][CH:3]=1.[F:15][C:16]1[C:21]([C:22]2[CH:27]=[CH:26][CH:25]=[CH:24][N:23]=2)=[CH:20][CH:19]=[CH:18][C:17]=1B(O)O>>[F:15][C:16]1[C:21]([C:22]2[CH:27]=[CH:26][CH:25]=[CH:24][N:23]=2)=[CH:20][CH:19]=[CH:18][C:17]=1[C:2]1[N:6]2[CH:7]=[CH:8][C:9]([C:11]([OH:14])([CH3:13])[CH3:12])=[N:10][C:5]2=[N:4][CH:3]=1. The reactants are BrC1=CN=C2N1C=CC(=N2)C(C)(C)O (2-(3-Bromoimidazo[1,2-α]pyrimidin-7-yl)propan-2-ol), FC1=C(C=CC=C1C1=NC=CC=C1)B(O)O (2-fluoro-3-(pyridin-2-yl)benzeneboronic acid). Reported procedure: 2-(3-Bromoimidazo[1,2-α]pyrimidin-7-yl)propan-2-ol was coupled with 2-fluoro-3-(pyridin-2-yl)benzeneboronic acid as described in Example 1 to give 2-[3-(2-fluoro-3-(pyridin-2-yl)phenyl)imidazo[1,2-α]pyrimidin-7-yl]propan-2-ol as a white solid. Bis-hydrochloride salt (from ethyl acetate/ethanol): δH (360 MHz, DMSO) 1.57 (6H, s), 7.62 (1H, dd, J 7 and 5), 7.64 (1H, s), 7.80-7.85 (1H, m), 7.89 (1H, d, J 7), 8.03 (1H, s), 8.10-8.19 (2H, m), 8.62 (1H, s), 8.83 (1H, d, J 5), 9.35 (1H, dd, J 7 and 3); ... Reactants: CC(=O)[O-], CC(=O)O, [Cl-], Cl, O=N[O-], COC(=O)Cc1c(C)n(-c2ncnc3cc(N)ccc23)c2ccc(OC)cc12, [Na+], [Na+], O. Yields the product COC(=O)Cc1c(C)n(-c2ncnc3cc(Cl)ccc23)c2ccc(OC)cc12. Reaction SMILES: [CH3:35][C:36](=[O:37])[O-:38].[CH3:39][C:40](=[O:41])[OH:42].[Cl-:33].[ClH:44].[N:29]([O-:30])=[O:31].[NH2:1][c:2]1[cH:3][cH:4][c:5]2[c:6](-[n:12]3[c:13]([CH3:28])[c:14]([CH2:23][C:24](=[O:25])[O:26][CH3:27])[c:15]4[cH:16][c:17]([O:21][CH3:22])[cH:18][cH:19][c:20]34)[n:7][cH:8][n:9][c:10]2[cH:11]1.[Na+:32].[Na+:34].[OH2:43]>>[c:2]1([Cl:33])[cH:3][cH:4][c:5]2[c:6](-[n:12]3[c:13]([CH3:28])[c:14]([CH2:23][C:24](=[O:25])[O:26][CH3:27])[c:15]4[cH:16][c:17]([O:21][CH3:22])[cH:18][cH:19][c:20]34)[n:7][cH:8][n:9][c:10]2[cH:11]1. Starting materials: CC(C)(C)OC(=O)NCC(=O)Nc1ccc(NC(=C2C(=O)Nc3ccccc32)c2ccccc2)cc1, CCOC(C)=O, ClCCl, Cl. Yields the product Cl, NCC(=O)Nc1ccc(NC(=C2C(=O)Nc3ccccc32)c2ccccc2)cc1. As a reaction SMILES: [C:1]([O:2][C:3](=[O:4])[NH:8][CH2:9][C:10](=[O:11])[NH:12][c:13]1[cH:14][cH:15][c:16]([NH:19][C:20]([c:21]2[cH:22][cH:23][cH:24][cH:25][cH:26]2)=[C:27]2[C:28](=[O:36])[NH:29][c:30]3[cH:31][cH:32][cH:33][cH:34][c:35]32)[cH:17][cH:18]1)([CH3:5])([CH3:6])[CH3:7].[C:38]([O:39][CH2:40][CH3:41])(=[O:42])[CH3:43].[Cl:44][CH2:45][Cl:46].[ClH:37]>>[ClH:37].[NH2:8][CH2:9][C:10](=[O:11])[NH:12][c:13]1[cH:14][cH:15][c:16]([NH:19][C:20]([c:21]2[cH:22][cH:23][cH:24][cH:25][cH:26]2)=[C:27]2[C:28](=[O:36])[NH:29][c:30]3[cH:31][cH:32][cH:33][cH:34][c:35]32)[cH:17][cH:18]1. The reactants are FC1=C(C=C(C=C1)CCl)OC1=CC=CC=C1 ((4-fluoro3-phenoxyphenyl)methyl chloride), [H-].[Na+] (sodium hydride), C(C)OC1=CC=C(C=C1)[Si](CO)(C)C (2-(4-ethoxyphenyl)-2-methyl-2-silapropanol), Cl (hydrochloric acid). Run in C1(=CC=CC=C1)C (toluene), C1(=CC=CC=C1)C (toluene). Conditions: time 1 hour. Product: C(C)OC1=CC=C(C=C1)[Si](COCC1=CC(=C(C=C1)F)OC1=CC=CC=C1)(C)C ((4-fluoro-3-phenoxyphenyl)methyl 2-(4-ethoxyphenyl)-2-methyl-2-silapropyl ether). RXN SMILES: [F:1][C:2]1[CH:7]=[CH:6][C:5]([CH2:8]Cl)=[CH:4][C:3]=1[O:10][C:11]1[CH:16]=[CH:15][CH:14]=[CH:13][CH:12]=1.[H-].[Na+].[CH2:19]([O:21][C:22]1[CH:27]=[CH:26][C:25]([Si:28]([CH3:32])([CH3:31])[CH2:29][OH:30])=[CH:24][CH:23]=1)[CH3:20].Cl>C1(C)C=CC=CC=1>[CH2:19]([O:21][C:22]1[CH:27]=[CH:26][C:25]([Si:28]([CH3:31])([CH3:32])[CH2:29][O:30][CH2:8][C:5]2[CH:6]=[CH:7][C:2]([F:1])=[C:3]([O:10][C:11]3[CH:16]=[CH:15][CH:14]=[CH:13][CH:12]=3)[CH:4]=2)=[CH:24][CH:23]=1)[CH3:20] |f:1.2|. Reported procedure: To a solution of 1.0 g (0.0042 mole) of (4-fluoro3-phenoxyphenyl)methyl chloride in 5 mL of dry toluene was added 0.15 g (0.0063 mole) of sodium hydride. Dropwise a solution of 0.98 g (0.0047 mole) of 2-(4-ethoxyphenyl)-2-methyl-2-silapropanol in 5 mL of dry toluene was added to the reaction mixture. The reaction mixture was stirred at room temperature for one hour and then was heated at reflux for three hours. Aqueous 10% hydrochloric acid was added to the reaction mixture which was then extrac... Starting materials: CN(C)Cc1nc(CSCCN)cs1, CCO, O=c1[nH]c(N[N+](=O)[O-])ncc1Cc1cccnc1, O. Reaction SMILES: [CH3:19][N:20]([CH3:21])[CH2:22][c:23]1[s:24][cH:25][c:26]([CH2:28][S:29][CH2:30][CH2:31][NH2:32])[n:27]1.[CH3:33][CH2:34][OH:35].[N+:1]([O-:2])(=[O:3])[NH:4][c:5]1[n:6][cH:7][c:8]([CH2:12][c:13]2[cH:14][n:15][cH:16][cH:17][cH:18]2)[c:9](=[O:11])[nH:10]1.[OH2:36]>>[NH:4]([c:5]1[n:6][cH:7][c:8]([CH2:12][c:13]2[cH:14][n:15][cH:16][cH:17][cH:18]2)[c:9](=[O:11])[nH:10]1)[CH2:31][CH2:30][S:29][CH2:28][c:26]1[cH:25][s:24][c:23]([CH2:22][N:20]([CH3:19])[CH3:21])[n:27]1. Product: CN(C)Cc1nc(CSCCNc2ncc(Cc3cccnc3)c(=O)[nH]2)cs1.